From a dataset of the Open Reaction Database (ORD), a public repository of structured organic reaction records. describe an organic reaction: reactants, conditions, products, and yield Starting materials: C1(CCCC1)N1N=C(C=2C1=NC=NC2N)I (1-cyclopentyl-3-iodo-1H-pyrazolo[3,4-d]pyrimidin-4-amine), O(C1=CC=CC=C1)C=1C=CC2=C(COB2O)C1 (5-phenoxy-1,3-dihydro-2,1-benzoxaborol-1-ol), tetrakis (triphenylphophine)palladium, O.C([O-])([O-])=O.[Na+].[Na+] (sodium carbonate monohydrate). The solvent is COCCOC (ethylene glycol dimethyl ether), O (water). Reaction conditions: temperature 80 celsius. The product is NC1=C2C(=NC=N1)N(N=C2C2=C(C=C(C=C2)OC2=CC=CC=C2)CO)C2CCCC2 ([2-(4-amino-1-cyclopentyl-1H-pyrazolo[3,4-d]pyrimidin-3-yl)-5-phenoxyphenyl]methanol). Yield: 60.9%. RXN SMILES: [CH:1]1([N:6]2[C:10]3=[N:11][CH:12]=[N:13][C:14]([NH2:15])=[C:9]3[C:8](I)=[N:7]2)[CH2:5][CH2:4][CH2:3][CH2:2]1.[O:17]([C:24]1[CH:25]=[CH:26][C:27]2B(O)[O:30][CH2:29][C:28]=2[CH:33]=1)[C:18]1[CH:23]=[CH:22][CH:21]=[CH:20][CH:19]=1.O.C(=O)([O-])[O-].[Na+].[Na+]>COCCOC.O>[NH2:15][C:14]1[N:13]=[CH:12][N:11]=[C:10]2[N:6]([CH:1]3[CH2:5][CH2:4][CH2:3][CH2:2]3)[N:7]=[C:8]([C:27]3[CH:26]=[CH:25][C:24]([O:17][C:18]4[CH:23]=[CH:22][CH:21]=[CH:20][CH:19]=4)=[CH:33][C:28]=3[CH2:29][OH:30])[C:9]=12 |f:2.3.4.5|. Procedure: A mixture of 1-cyclopentyl-3-iodo-1H-pyrazolo[3,4-d]pyrimidin-4-amine (0.36 g, 0.0011 mol), 5-phenoxy-1,3-dihydro-2,1-benzoxaborol-1-ol (0.30 g, 0.0013 mol), tetrakis (triphenylphophine)palladium (0.077 g, 0.000067 mol) and sodium carbonate monohydrate (0.34 g, 0.0028 mol) in ethylene glycol dimethyl ether (7 mL) and water (5 mL) was heated at 80° C. under an atmosphere of nitrogen for seventeen hours. The mixture was allowed to cool to ambient temperature, and the solvent was removed under redu... The reactants are FC(CN1N=C(N=CC1=O)C1=CC=C(C=C1)Cl)(F)F (1-(2,2,2-trifluoroethyl)-3-(4-chlorophenyl)-1,2,4-triazin-6-one), FC(CN1N=C(N=CC1=O)C1=CC=CC=C1)(F)F (1-(2,2,2-trifluoroethyl)-3-phenyl-1,2,4-triazin-6-one), C(CC)S (propanethiol). The solvent is C(C)(=O)OCC (ethyl acetate), C(C)(=O)OCC (ethyl acetate). Run at time 1 hour. Yields the product FC(CN1N=C(NC(C1=O)SCCC)C1=CC=C(C=C1)Cl)(F)F (1-(2,2,2-trifluoroethyl)-3-(4-chlorophenyl)-5-propylthio-4,5-dihydro-1,2,4-triazin-6-one). Yield: 55.0%. RXN SMILES: [F:1][C:2]([F:19])([F:18])[CH2:3][N:4]1[C:9](=[O:10])[CH:8]=[N:7][C:6]([C:11]2[CH:16]=[CH:15][C:14]([Cl:17])=[CH:13][CH:12]=2)=[N:5]1.FC(F)(F)CN1C(=O)C=NC(C2C=CC=CC=2)=N1.[CH2:38]([SH:41])[CH2:39][CH3:40]>C(OCC)(=O)C>[F:19][C:2]([F:1])([F:18])[CH2:3][N:4]1[C:9](=[O:10])[CH:8]([S:41][CH2:38][CH2:39][CH3:40])[NH:7][C:6]([C:11]2[CH:12]=[CH:13][C:14]([Cl:17])=[CH:15][CH:16]=2)=[N:5]1. Procedure: A solution of 1-(2,2,2-trifluoroethyl)-3-(4-chlorophenyl)-1,2,4-triazin-6-one (0.40 g, 1.4 mmol), prepared in a similar manner to Compound 7 in 5 mL of ethyl acetate was treated with excess propanethiol at room temperature. The reaction mixture was stirred for 1 hour, then more ethyl acetate was added. The reaction mixture was washed with aqueous potassium carbonate (twice), water and brine, dried over magnesium sulfate, filtered and stripped. The resultant solid was recrystallized from methylen... The reactants are O=C1C(CCCCC1)C(=O)OC (methyl 2-oxocycloheptanecarboxylate), NC(=O)OCC (urethane). Product: C(C)OC(=O)NC1=C(CCCCC1)C(=O)OC (methyl 2-[(ethoxycarbonyl)amino]-1-cycloheptene-1-carboxylate). Reaction SMILES: O=[C:2]1[CH2:8][CH2:7][CH2:6][CH2:5][CH2:4][CH:3]1[C:9]([O:11][CH3:12])=[O:10].[NH2:13][C:14]([O:16][CH2:17][CH3:18])=[O:15]>>[CH2:17]([O:16][C:14]([NH:13][C:2]1[CH2:8][CH2:7][CH2:6][CH2:5][CH2:4][C:3]=1[C:9]([O:11][CH3:12])=[O:10])=[O:15])[CH3:18]. Reported procedure: Using the method of Example 1 Part A, methyl 2-oxocycloheptanecarboxylate (50.5 g, 0.30 mole) was reacted with urethane to provide 59 g of methyl 2-[(ethoxycarbonyl)amino]-1-cycloheptene-1-carboxylate as an oil. The reactants are [Br-], [Br-], [Br-], CC(=O)c1ccc(OCc2ccccc2)c(N(Cc2ccccc2)S(C)(=O)=O)c1, O=C([O-])O, C1CCOC1, [Na+], C[N+](C)(C)c1ccccc1, C[N+](C)(C)c1ccccc1, C[N+](C)(C)c1ccccc1. Product: CS(=O)(=O)N(Cc1ccccc1)c1cc(C(=O)CBr)ccc1OCc1ccccc1. RXN SMILES: [Br-:1].[Br-:2].[Br-:3].[C:34]([CH3:35])(=[O:36])[c:37]1[cH:38][cH:39][c:40]([O:55][CH2:56][c:57]2[cH:58][cH:59][cH:60][cH:61][cH:62]2)[c:41]([N:43]([S:44](=[O:45])(=[O:46])[CH3:47])[CH2:48][c:49]2[cH:50][cH:51][cH:52][cH:53][cH:54]2)[cH:42]1.[C:63](=[O:64])([OH:65])[O-:66].[CH2:68]1[O:69][CH2:70][CH2:71][CH2:72]1.[Na+:67].[c:14]1([N+:15]([CH3:16])([CH3:17])[CH3:18])[cH:19][cH:20][cH:21][cH:22][cH:23]1.[c:24]1([N+:25]([CH3:26])([CH3:27])[CH3:28])[cH:29][cH:30][cH:31][cH:32][cH:33]1.[c:4]1([N+:5]([CH3:6])([CH3:7])[CH3:8])[cH:9][cH:10][cH:11][cH:12][cH:13]1>>[Br:1][CH2:35][C:34](=[O:36])[c:37]1[cH:38][cH:39][c:40]([O:55][CH2:56][c:57]2[cH:58][cH:59][cH:60][cH:61][cH:62]2)[c:41]([N:43]([S:44](=[O:45])(=[O:46])[CH3:47])[CH2:48][c:49]2[cH:50][cH:51][cH:52][cH:53][cH:54]2)[cH:42]1.